Dataset: the Open Reaction Database (ORD), a public repository of structured organic reaction records. Task: describe an organic reaction: reactants, conditions, products, and yield Starting materials: C1(=CC=CC=C1)P(=O)(C1=CC=CC=C1)N=[N+]=[N-] (diphenylphosphoryl azide), C[Si](OC1=CC(=C(C=2C(OC[C@H](CCC(N[C@@H](CSCC21)C2=NC(=NO2)C)=O)CO)=O)C)OC)(C(C(C)C)(C)C)C ((4R,9R)-16-[dimethyl-(1,1,2-trimethyl-propyl)-silanyloxy]-9-hydroxymethyl-14-methoxy-13-methyl-4-(3-methyl-1,2,4-oxadiazol-5-yl)-1,3,4,5,6,7,8,9,10,12-decahydro-11,2,5-benzoxathiaazacyclotetradecin-6,12-dione), C1(=CC=CC=C1)P(C1=CC=CC=C1)C1=CC=CC=C1 (triphenyl-phosphine), N(=NC(=O)OCC)C(=O)OCC (diethyl azodicarboxylate). The solvent is O1CCCC1 (tetrahydrofuran). Conditions: temperature 0 celsius, time 35 minute. Product: N(=[N+]=[N-])C[C@H]1CCC(N[C@@H](CSCC2=C(C(OC1)=O)C(=C(C=C2O[Si](C(C(C)C)(C)C)(C)C)OC)C)C2=NC(=NO2)C)=O ((4R,9R)-9-azidomethyl-16-[dimethyl-(1,1,2-trimethyl-propyl)silanyloxy]-14-methoxy-13-methyl-4-(3-methyl-1,2,4-oxadiazol-5-yl)-1,3,4,5,6,7,8,9,10,12-decahydro-11,2,5-benzoxathiaazacyclotetradecin-6,12-dione). RXN SMILES: [CH3:1][Si:2]([CH3:41])([C:35]([CH3:40])([CH3:39])[CH:36]([CH3:38])[CH3:37])[O:3][C:4]1[C:21]2[CH2:20][S:19][CH2:18][C@@H:17]([C:22]3[O:26][N:25]=[C:24]([CH3:27])[N:23]=3)[NH:16][C:15](=[O:28])[CH2:14][CH2:13][C@H:12]([CH2:29]O)[CH2:11][O:10][C:9](=[O:31])[C:8]=2[C:7]([CH3:32])=[C:6]([O:33][CH3:34])[CH:5]=1.C1(P(C2C=CC=CC=2)C2C=CC=CC=2)C=CC=CC=1.N(C(OCC)=O)=NC(OCC)=O.C1(P([N:87]=[N+:88]=[N-:89])(C2C=CC=CC=2)=O)C=CC=CC=1>O1CCCC1>[N:87]([CH2:29][C@@H:12]1[CH2:11][O:10][C:9](=[O:31])[C:8]2[C:7]([CH3:32])=[C:6]([O:33][CH3:34])[CH:5]=[C:4]([O:3][Si:2]([CH3:1])([CH3:41])[C:35]([CH3:40])([CH3:39])[CH:36]([CH3:37])[CH3:38])[C:21]=2[CH2:20][S:19][CH2:18][C@@H:17]([C:22]2[O:26][N:25]=[C:24]([CH3:27])[N:23]=2)[NH:16][C:15](=[O:28])[CH2:14][CH2:13]1)=[N+:88]=[N-:89]. Procedure: To a solution of 140 mg of (4R,9R)-16-[dimethyl-(1,1,2-trimethyl-propyl)-silanyloxy]-9-hydroxymethyl-14-methoxy-13-methyl-4-(3-methyl-1,2,4-oxadiazol-5-yl)-1,3,4,5,6,7,8,9,10,12-decahydro-11,2,5-benzoxathiaazacyclotetradecin-6,12-dione and 121 mg of triphenyl-phosphine in 2 ml of tetrahydrofuran were added at 0° C. 80 mg of diethyl azodicarboxylate and 127 mg of diphenylphosphoryl azide. The mixture was stirred at 0° C. for 35 min and then evaporated in vacuo. The residue was chromatographed on ... Reactants: FC1(F)C(F)(F)C(F)(Cl)C1(F)Cl, [Zn]. Yields the product FC1=C(F)C(F)(F)C1(F)F. RXN SMILES: [Cl:1][C:2]1([F:12])[C:3]([Cl:10])([F:11])[C:4]([F:8])([F:9])[C:5]1([F:6])[F:7].[Zn:13]>>[C:2]1([F:12])=[C:3]([F:11])[C:4]([F:8])([F:9])[C:5]1([F:6])[F:7]. Starting materials: O (Water), ClC1=CC=C2C=CNC2=C1 (6-chloroindole), N1CCC(CC1)=O (4-piperidinone), [OH-].[K+] (potassium hydroxide). Run in C(C)O (ethanol). Run at time 48 hour. The product is ClC1=CC=C2C(=CNC2=C1)C1(CCNCC1)O (6-chloro-3-(4-hydroxypiperidin-4-yl)-1H-indole). The yield is 7.7%. RXN SMILES: [Cl:1][C:2]1[CH:10]=[C:9]2[C:5]([CH:6]=[CH:7][NH:8]2)=[CH:4][CH:3]=1.[NH:11]1[CH2:16][CH2:15][C:14](=[O:17])[CH2:13][CH2:12]1.[OH-].[K+].O>C(O)C>[Cl:1][C:2]1[CH:10]=[C:9]2[C:5]([C:6]([C:14]3([OH:17])[CH2:15][CH2:16][NH:11][CH2:12][CH2:13]3)=[CH:7][NH:8]2)=[CH:4][CH:3]=1 |f:2.3|. Reported procedure: A mixture of 2.0 gm (13.2 mMol) 6-chloroindole and 4.06 gm (26.3 mMol) 4-piperidinone in 30 mL ethanol which contained 2.21 gm (39.6 mMol) potassium hydroxide was stirred at room temperature for 48 hours. Water (50 mL) was added dropwise to the reaction mixture over 30 minutes. The reaction mixture was allowed stir an additional 2 hours and the solid which formed was collected by filtration to provide a sticky orange solid. A portion of the solid was triturated with acetonitrile and filtered, wa... Reactants: ClC1=CC=C(C=C1)C=1C=C2C(=NC1)N(C=C2C(=O)C=2C(=C(C=CC2F)NS(=O)(=O)CCC)F)C(C2=C(C=CC=C2Cl)Cl)=O (N-[3-[5-(4-chlorophenyl)-1-(2,6-dichlorobenzoyl)pyrrolo[2,3-b]pyridine-3-carbonyl]-2,4-difluoro-phenyl]propane-1-sulfonamide), N.C(C)(C)O (ammonia isopropyl alcohol). Solvent: C1CCOC1 (THF). Conditions: temperature 100 celsius. Product: ClC1=CC=C(C=C1)C=1C=C2C(=NC1)NC=C2C(=O)C=2C(=C(C=CC2F)NS(=O)(=O)CCC)F (N-[3-[5-(4-chlorophenyl)-1H-pyrrolo[2,3-b]pyridine-3-carbonyl]-2,4-difluoro-phenyl]propane-1-sulfonamide). As a reaction SMILES: [Cl:1][C:2]1[CH:7]=[CH:6][C:5]([C:8]2[CH:9]=[C:10]3[C:16]([C:17]([C:19]4[C:20]([F:33])=[C:21]([NH:26][S:27]([CH2:30][CH2:31][CH3:32])(=[O:29])=[O:28])[CH:22]=[CH:23][C:24]=4[F:25])=[O:18])=[CH:15][N:14](C(=O)C4C(Cl)=CC=CC=4Cl)[C:11]3=[N:12][CH:13]=2)=[CH:4][CH:3]=1.N.C(O)(C)C>C1COCC1>[Cl:1][C:2]1[CH:7]=[CH:6][C:5]([C:8]2[CH:9]=[C:10]3[C:16]([C:17]([C:19]4[C:20]([F:33])=[C:21]([NH:26][S:27]([CH2:30][CH2:31][CH3:32])(=[O:28])=[O:29])[CH:22]=[CH:23][C:24]=4[F:25])=[O:18])=[CH:15][NH:14][C:11]3=[N:12][CH:13]=2)=[CH:4][CH:3]=1 |f:1.2|. Procedure: To a high pressure vessel is added compound 9 (1.70 kg, 2.567 mol) in THF (5 L), followed by an ammonia/isopropyl alcohol solution (30.80 mol of ammonia in 12 L of isopropyl alcohol). The mixture is heated to 100° C. overnight. When the reaction is completed, the solvents are removed in vacuum and the residue is dissolved in isopropanol. Compound 10 is isolated and further purified by recrystallization using a mixture of THF (7 L) and isopropanol (14 L). Yield: 0.763 kg (60.7%). Yield: 92.3%. Reaction SMILES: [CH2:1]([O:4][C:5]1[CH:10]=[CH:9][C:8]([C:11]2[CH:12]=[CH:13][C:14]3[S:20](=[O:22])(=[O:21])[CH2:19][CH2:18][C:17]([C:23]([O:25]CC)=[O:24])=[CH:16][C:15]=3[CH:28]=2)=[CH:7][CH:6]=1)[CH2:2][CH3:3].O.C(=O)([O-])[O-].[K+].[K+].Cl>O1CCCC1.C(O)CO>[CH2:1]([O:4][C:5]1[CH:10]=[CH:9][C:8]([C:11]2[CH:12]=[CH:13][C:14]3[S:20](=[O:21])(=[O:22])[CH2:19][CH2:18][C:17]([C:23]([OH:25])=[O:24])=[CH:16][C:15]=3[CH:28]=2)=[CH:7][CH:6]=1)[CH2:2][CH3:3] |f:2.3.4,6.7|. Reactants: C(CC)OC1=CC=C(C=C1)C=1C=CC2=C(C=C(CCS2(=O)=O)C(=O)OCC)C1 (Ethyl 7-(4-propoxyphenyl)-1,1-dioxo-2,3-dihydro-1-benzothiepine-4-carboxlate), Cl (hydrochloric acid), O (water), C([O-])([O-])=O.[K+].[K+] (Potassium carbonate). Procedure: Ethyl 7-(4-propoxyphenyl)-1,1-dioxo-2,3-dihydro-1-benzothiepine-4-carboxlate (1.0 g, 2.497 mmol) was dissolved in 15 ml of a mixed solution of tetrahydrofuran/ethylene glycol =2/1. Crystals were formed by adding 8.5 ml of water. Potassium carbonate (690 mg, 4.994 mmol) was added and the mixture was heated under reflux for 3.25 hours. Under reflux, 3.5 ml of a 3N hydrochloric acid was dropped to form crystals. After cooling, the mixture was stirred at 20-30° C. for 45minutes and for 1 hour while ... The product is C(CC)OC1=CC=C(C=C1)C=1C=CC2=C(C=C(CCS2(=O)=O)C(=O)O)C1 (7-(4-propoxyphenyl)-1, 1-dioxo-2,3-dihydro-1-benzothiepine-4-carboxylic acid). Run in mixed solution, O1CCCC1.C(CO)O (tetrahydrofuran ethylene glycol). Reaction conditions: temperature 25 celsius, time 1 hour. RXN SMILES: [NH2:1][c:2]1[c:3]2[c:4]([n:5][cH:6][n:7]1)[n:8]([CH:32]1[CH2:33][CH2:34][CH:35]([N:38]3[CH2:39][CH2:40][N:41]([CH3:44])[CH2:42][CH2:43]3)[CH2:36][CH2:37]1)[n:9][c:10]2-[c:11]1[cH:12][cH:13][c:14]([NH:17][c:18]2[s:19][c:20]([CH2:30][CH3:31])[c:21](-[c:23]3[cH:24][cH:25][c:26]([CH3:27])[cH:28][cH:29]3)[n:22]2)[cH:15][cH:16]1.[c:45]1([CH3:54])[cH:46][c:47]([B:51]([OH:52])[OH:53])[cH:48][cH:49][cH:50]1>>[NH2:1][c:2]1[c:3]2[c:4]([n:5][cH:6][n:7]1)[n:8]([CH:32]1[CH2:33][CH2:34][CH:35]([N:38]3[CH2:39][CH2:40][N:41]([CH3:44])[CH2:42][CH2:43]3)[CH2:36][CH2:37]1)[n:9][c:10]2-[c:11]1[cH:12][cH:13][c:14]([NH:17][c:18]2[s:19][c:20]([CH2:30][CH3:31])[c:21](-[c:47]3[cH:46][c:45]([CH3:54])[cH:50][cH:49][cH:48]3)[n:22]2)[cH:15][cH:16]1. Starting materials: CCc1sc(Nc2ccc(-c3nn(C4CCC(N5CCN(C)CC5)CC4)c4ncnc(N)c34)cc2)nc1-c1ccc(C)cc1, Cc1cccc(B(O)O)c1. Yields the product CCc1sc(Nc2ccc(-c3nn(C4CCC(N5CCN(C)CC5)CC4)c4ncnc(N)c34)cc2)nc1-c1cccc(C)c1. Starting materials: ClC1=NC=CC(=N1)OC (2-chloro-4-methoxypyrimidine), NC1=CC=C(C#N)C=C1 (4-aminobenzonitrile), C1(=CC=C(C=C1)S(=O)(=O)O)C (p-toluene sulfonic acid), C([O-])(O)=O.[Na+] (sodium bicarbonate). The solvent is O1CCOCC1 (1,4-Dioxane), C(C)(C)O (isopropyl alcohol). Reaction conditions: temperature 105 celsius, time 14 hour. Product: COC1=NC(=NC=C1)NC1=CC=C(C#N)C=C1 (4-(4-methoxypyrimidin-2-ylamino)benzonitrile). The yield is 55.3%. RXN SMILES: Cl[C:2]1[N:7]=[C:6]([O:8][CH3:9])[CH:5]=[CH:4][N:3]=1.[NH2:10][C:11]1[CH:18]=[CH:17][C:14]([C:15]#[N:16])=[CH:13][CH:12]=1.C1(C)C=CC(S(O)(=O)=O)=CC=1.C(=O)(O)[O-].[Na+]>C(O)(C)C.O1CCOCC1>[CH3:9][O:8][C:6]1[CH:5]=[CH:4][N:3]=[C:2]([NH:10][C:11]2[CH:18]=[CH:17][C:14]([C:15]#[N:16])=[CH:13][CH:12]=2)[N:7]=1 |f:3.4|. Procedure details: 1,4-Dioxane (100 ml) was added to a mixture of 2-chloro-4-methoxypyrimidine (20 gm), 4-aminobenzonitrile (16.33 gm) and p-toluene sulfonic acid (42.12 gm). The mixture was then heated to 100 to 110° C. and stirred for 14 hours. The solution was then cooled to room temperature and basified with saturated sodium bicarbonate solution. The layers were separated and the aqueous layer was extracted with ethyl acetate. The combined organic layers were washed with water and then concentrated to obtain a...